From a dataset of the Open Reaction Database (ORD), a public repository of structured organic reaction records. describe an organic reaction: reactants, conditions, products, and yield The reactants are C(C)(C)(C)OC(NC1=CC(=CC=C1)O)=O ((3-Hydroxy-phenyl)-carbamic acid tert-butyl ester), C([O-])([O-])=O.[K+].[K+] (potassium carbonate), C(C)OC(C(C)(C)Br)=O (ethyl-2-bromo-isobutyrate). Run in CCOC(=O)C (EtOAc), CN(C)C=O (DMF). Reaction conditions: temperature 70 celsius, time 7.5 minute. Yields the product C(C)OC(C(C)(C)OC1=CC(=CC=C1)NC(=O)OC(C)(C)C)=O (2-(3-tert-Butoxycarbonylamino-phenoxy)-2-methyl-propionic acid ethyl ester). RXN SMILES: [C:1]([O:5][C:6](=[O:15])[NH:7][C:8]1[CH:13]=[CH:12][CH:11]=[C:10]([OH:14])[CH:9]=1)([CH3:4])([CH3:3])[CH3:2].C(=O)([O-])[O-].[K+].[K+].[CH2:22]([O:24][C:25](=[O:30])[C:26](Br)([CH3:28])[CH3:27])[CH3:23]>CN(C=O)C.CCOC(C)=O>[CH2:22]([O:24][C:25](=[O:30])[C:26]([O:14][C:10]1[CH:11]=[CH:12][CH:13]=[C:8]([NH:7][C:6]([O:5][C:1]([CH3:4])([CH3:2])[CH3:3])=[O:15])[CH:9]=1)([CH3:28])[CH3:27])[CH3:23] |f:1.2.3|. Procedure: To a solution of (3-Hydroxy-phenyl)-carbamic acid tert-butyl ester (2.4 g, 11.4 mmol) in 5 ml of dry DMF, anhydrous potassium carbonate (7.9 g, 57.416 mmol) was added. The mixture stirred for 5-10 minutes, added ethyl-2-bromo-isobutyrate (4.5 g, 22.9 mmol). The resulting mixture was heated at 70° C. for 12 hours. Upon completion (˜25 h), the solution was diluted with EtOAc (25 ml) and washed with saturated NH4Cl (5 ml). The aqueous layer was then extracted for two additional times with EtOAc (10... Starting materials: O=C1C=2N(NC=C1C(=O)OCC)C=CC2 (ethyl 4-oxo-1,4-dihydropyrrolo[1,2-b]pyridazine-3-carboxylate), [Na+].[Cl-] (NaCl), O (water). Solvent: CS(=O)C (DMSO), CS(=O)C (DMSO). Run at temperature 150 celsius. Yields the product N1N2C(C(C=C1)=O)=CC=C2 (Pyrrolo[1,2-b]pyridazin-4 (1H)-one). Yield: 67.1%. As a reaction SMILES: [O:1]=[C:2]1[C:7](C(OCC)=O)=[CH:6][NH:5][N:4]2[CH:13]=[CH:14][CH:15]=[C:3]12.[Na+].[Cl-].O>CS(C)=O>[NH:5]1[CH:6]=[CH:7][C:2](=[O:1])[C:3]2=[CH:15][CH:14]=[CH:13][N:4]12 |f:1.2|. Procedure details: A mixture of ethyl 4-oxo-1,4-dihydropyrrolo[1,2-b]pyridazine-3-carboxylate (206 mg, 1.0 mmol), NaCl (64 mg, 1.1 mmol), water (0.054 mL, 3.0 mmol) and DMSO (2 mL) was heated at 150° C. for 3 hours. At the end of the reaction DMSO was distilled off and the residue was purified by silica gel flash chromatography (eluted with 1–10% EtOAc/CH2Cl2) to give the title compound (90 mg, 67%) as a light yellow solid. The reactants are NC1=NC=CC2=C1C(=CS2)C2=CC=C(C=C2)NC(=O)NC2=CC(=CC=C2)F (1-(4-(4-aminothieno[3,2-c]pyridin-3-yl)phenyl)-3-(3-fluorophenyl)urea), II (iodine), [OH-].[K+] (potassium hydroxide). Run in N1=CC=CC=C1 (pyridine), O1CCCC1 (tetrahydrofuran). The product is NC1=NC=C(C2=C1C(=CS2)C2=CC=C(C=C2)NC(=O)NC2=CC(=CC=C2)F)I (1-(4-(4-amino-7-iodothieno[3,2-c]pyridin-3-yl)phenyl)-3-(3-fluorophenyl)urea). As a reaction SMILES: [NH2:1][C:2]1[C:7]2[C:8]([C:11]3[CH:16]=[CH:15][C:14]([NH:17][C:18]([NH:20][C:21]4[CH:26]=[CH:25][CH:24]=[C:23]([F:27])[CH:22]=4)=[O:19])=[CH:13][CH:12]=3)=[CH:9][S:10][C:6]=2[CH:5]=[CH:4][N:3]=1.[I:28]I.[OH-].[K+]>N1C=CC=CC=1.O1CCCC1>[NH2:1][C:2]1[C:7]2[C:8]([C:11]3[CH:16]=[CH:15][C:14]([NH:17][C:18]([NH:20][C:21]4[CH:26]=[CH:25][CH:24]=[C:23]([F:27])[CH:22]=4)=[O:19])=[CH:13][CH:12]=3)=[CH:9][S:10][C:6]=2[C:5]([I:28])=[CH:4][N:3]=1 |f:2.3|. Procedure: As shown in the Scheme above, 1-(4-(4-aminothieno[3,2-c]pyridin-3-yl)phenyl)-3-(3-fluorophenyl)urea ((1), prepared as described in WO2005/10009), in a mixture of pyridine and tetrahydrofuran can be treated with iodine at room temperature, followed by treatment with potassium hydroxide at elevated temperature to provide 1-(4-(4-amino-7-iodothieno[3,2-c]pyridin-3-yl)phenyl)-3-(3-fluorophenyl)urea (2). Methyl 4-amino-3-(4-(3-(3-fluorophenyl)ureido)phenyl)thieno[3,2-c]pyridine-7-carboxylate (3) can ... Reactants: Br, CCOC(=O)C1=CCCN(CC2=Cc3ccc(OC)cc32)C1, CC(=O)O. The product is CCOC(=O)C1CN(CC2=Cc3ccc(OC)cc32)CCC1Br. As a reaction SMILES: [BrH:23].[CH2:1]([CH3:2])[O:3][C:4](=[O:5])[C:6]1=[CH:11][CH2:10][CH2:9][N:8]([CH2:12][C:13]2=[CH:14][c:15]3[c:16]2[cH:17][c:18]([O:21][CH3:22])[cH:19][cH:20]3)[CH2:7]1.[CH3:24][C:25](=[O:26])[OH:27]>>[CH2:1]([CH3:2])[O:3][C:4](=[O:5])[CH:6]1[CH2:7][N:8]([CH2:12][C:13]2=[CH:14][c:15]3[c:16]2[cH:17][c:18]([O:21][CH3:22])[cH:19][cH:20]3)[CH2:9][CH2:10][CH:11]1[Br:23]. Reactants: NCCCCN (1,4-diaminobutane), [N+](=O)([O-])C1=CC=C(C=C1)OC(CC1=C(C=CC=C1)NC1=C(C=CC=C1Cl)Cl)=O (2-{2-[(2,6-dichlorophenyl)-amino]-phenyl}-acetic acid p-nitrophenyl ester). Run in C(Cl)Cl.CO (methylene chloride methanol). Product: Cl.NCCCCNC(CC1=C(C=CC=C1)NC1=C(C=CC=C1Cl)Cl)=O (2-{2-[(2,6-dichlorophenyl)-amino]-phenyl}-acetic acid 4-aminobutylamide hydrochloride). Reaction SMILES: [NH2:1][CH2:2][CH2:3][CH2:4][CH2:5][NH2:6].[N+](C1C=CC([O:16][C:17](=O)[CH2:18][C:19]2[CH:24]=[CH:23][CH:22]=[CH:21][C:20]=2[NH:25][C:26]2[C:31]([Cl:32])=[CH:30][CH:29]=[CH:28][C:27]=2[Cl:33])=CC=1)([O-])=O>C(Cl)Cl.CO>[ClH:32].[NH2:1][CH2:2][CH2:3][CH2:4][CH2:5][NH:6][C:17](=[O:16])[CH2:18][C:19]1[CH:24]=[CH:23][CH:22]=[CH:21][C:20]=1[NH:25][C:26]1[C:31]([Cl:32])=[CH:30][CH:29]=[CH:28][C:27]=1[Cl:33] |f:2.3,4.5|. Reported procedure: 1,4-diaminobutane and 2-{2-[(2,6-dichlorophenyl)-amino]-phenyl}-acetic acid p-nitrophenyl ester are allowed to react for 8 hours at room temperature in methylene chloride/methanol (1:1). The reaction solution is then concentrated by evaporation in vacuo, the residue is taken up in tetrahydrofuran and the whole is extracted by shaking with 2N hydrochloric acid. The aqueous phase is extracted three times with diethyl ether to remove nitrophenol and is then saturated with NaCl and extracted with te... The reactants are ClC1=C(C=NC2=CC=C(C=C12)[N+](=O)[O-])C#N (4chloro-6-nitro-3quinolinecarbonitrile), ClC=1C=C(N)C=CC1Cl (3,4-dichloroaniline). The solvent is C(C)O (ethanol). Run at time 3.5 hour. The product is ClC=1C=C(C=CC1Cl)NC1=C(C=NC2=CC=C(C=C12)[N+](=O)[O-])C#N (4-[(3,4-dichlorophenyl)amino]-6-nitro-3-quinolinecarbonitrile). Isolated yield 27.3%. Reaction SMILES: Cl[C:2]1[C:11]2[C:6](=[CH:7][CH:8]=[C:9]([N+:12]([O-:14])=[O:13])[CH:10]=2)[N:5]=[CH:4][C:3]=1[C:15]#[N:16].[Cl:17][C:18]1[CH:19]=[C:20]([CH:22]=[CH:23][C:24]=1[Cl:25])[NH2:21]>C(O)C>[Cl:17][C:18]1[CH:19]=[C:20]([NH:21][C:2]2[C:11]3[C:6](=[CH:7][CH:8]=[C:9]([N+:12]([O-:14])=[O:13])[CH:10]=3)[N:5]=[CH:4][C:3]=2[C:15]#[N:16])[CH:22]=[CH:23][C:24]=1[Cl:25]. Reported procedure: A mixture of 5.00 g (21.5 mmol) 4chloro-6-nitro-3quinolinecarbonitrile, 250 ml ethanol, and 4.17 g (25.6 mmol) 3,4-dichloroaniline was heated to reflux under N2. At 3.5 hours, removed head and made basic with saturated sodium bicarbonate. Stripped solvents and azeotroped with ethanol. Slurried residue with hexane, collected solids and washed with water. Dissolved in ethyl acetate, stirred with Darco, filtered, stripped solvent and dried in vacuo, giving 2.106 g of yellow solid: mass spectrum (el... Starting materials: O.CC1(N=C(CC(N1)(C)C)C)C (2,2,4,4,6-pentamethyl-2,3,4,5-tetrahydropyrimidine hydrate), CC(=O)C (acetone). Run in CO (methanol). Product: O.CC1(NC(CC(C1)=O)(C)C)C (2,2,6,6-tetramethyl-4-oxopiperidine-hydrate). As a reaction SMILES: [OH2:1].[CH3:2][C:3]1([CH3:12])[NH:8][C:7]([CH3:10])([CH3:9])[CH2:6][C:5]([CH3:11])=N1.CC(C)=[O:15]>CO>[OH2:15].[CH3:2][C:3]1([CH3:12])[CH2:11][C:5](=[O:1])[CH2:6][C:7]([CH3:10])([CH3:9])[NH:8]1 |f:0.1,4.5|. Procedure: A mixture of 250 g of 2,2,4,4,6-pentamethyl-2,3,4,5-tetrahydropyrimidine hydrate, 100 g of acetone and 100 g of methanol is refluxed for 13 hours. The solution is subsequently concentrated in vacuo, and the oil remaining is distilled in vacuo. The yield is 185 g of a slightly yellowish oil, B.P.12 = 80°- 86°C, which, after the addition of about 22 ml of water, solidifies to form crystals of 2,2,6,6-tetramethyl-4-oxopiperidine-hydrate.